Dataset: the Open Reaction Database (ORD), a public repository of structured organic reaction records. Task: describe an organic reaction: reactants, conditions, products, and yield As a reaction SMILES: [Br:39][C:40]#[C:41][c:42]1[cH:43][cH:44][c:45]([Cl:48])[cH:46][cH:47]1.[CH3:1][CH:2]1[N:3]([CH3:16])[CH2:4][CH2:5][c:6]2[c:7]1[nH:8][c:9]1[cH:10][cH:11][c:12]([CH3:15])[cH:13][c:14]21.[CH3:49][c:50]1[cH:51][cH:52][cH:53][cH:54][cH:55]1.[K+:36].[K+:37].[K+:38].[P:31]([O-:32])([O-:33])([O-:34])=[O:35].[cH:17]1[cH:18][c:19]2[cH:20][cH:21][c:22]3[c:23]([c:24]2[n:25][cH:26]1)[n:27][cH:28][cH:29][cH:30]3>>[CH3:1][CH:2]1[N:3]([CH3:16])[CH2:4][CH2:5][c:6]2[c:7]1[n:8]([C:40]#[C:41][c:42]1[cH:43][cH:44][c:45]([Cl:48])[cH:46][cH:47]1)[c:9]1[cH:10][cH:11][c:12]([CH3:15])[cH:13][c:14]21. The reactants are Clc1ccc(C#CBr)cc1, Cc1ccc2[nH]c3c(c2c1)CCN(C)C3C, Cc1ccccc1, [K+], [K+], [K+], O=P([O-])([O-])[O-], c1cnc2c(c1)ccc1cccnc12. The product is Cc1ccc2c(c1)c1c(n2C#Cc2ccc(Cl)cc2)C(C)N(C)CC1. The reactants are S(=O)([O-])S(=O)[O-].[Na+].[Na+] (sodium dithionite), C(C1=CC=CC=C1)OC1=C(C=C(C=C1)[N+](=O)[O-])OC (1-(Benzyloxy)-2-methoxy-4-nitrobenzene), C([O-])([O-])=O.[Na+].[Na+] (sodium carbonate). Solvent: O (water), C(C)O (ethanol). Run at time 2 hour. Product: C(C1=CC=CC=C1)OC1=C(C=C(N)C=C1)OC (4-(Benzyloxy)-3-methoxyaniline). Isolated yield 40.6%. Reaction SMILES: [CH2:1]([O:8][C:9]1[CH:14]=[CH:13][C:12]([N+:15]([O-])=O)=[CH:11][C:10]=1[O:18][CH3:19])[C:2]1[CH:7]=[CH:6][CH:5]=[CH:4][CH:3]=1.S(S([O-])=O)([O-])=O.[Na+].[Na+].C(=O)([O-])[O-].[Na+].[Na+]>C(O)C.O>[CH2:1]([O:8][C:9]1[CH:14]=[CH:13][C:12]([NH2:15])=[CH:11][C:10]=1[O:18][CH3:19])[C:2]1[CH:3]=[CH:4][CH:5]=[CH:6][CH:7]=1 |f:1.2.3,4.5.6|. Procedure: To 1-(Benzyloxy)-2-methoxy-4-nitrobenzene (26 g, 100 mmol) dissolved in ethanol (500 ml) in a 2 liter one-neck flask was added dropwise under 30 minutes a solution af sodium dithionite in water (500 ml), stirring was continued at ambient temperature for 2 h and after that the reaction mixture was heated at 70–80° C. for approx. 4 h, cooled and alkalized with sodium carbonate. The precipitate was filtered, washed with water and dried. The combined water phases were extracted with ethylacetate. Th... Starting materials: ClCCl, O=C=NCc1ccc(C(F)(F)F)cc1, Nc1cccc2c1CC(O)CN2. Yields the product O=C(NCc1ccc(C(F)(F)F)cc1)Nc1cccc2c1CC(O)CN2. Reaction SMILES: [Cl:27][CH2:28][Cl:29].[F:13][C:14]([c:15]1[cH:16][cH:17][c:18]([CH2:19][N:20]=[C:21]=[O:22])[cH:23][cH:24]1)([F:25])[F:26].[NH2:1][c:2]1[c:3]2[c:8]([cH:9][cH:10][cH:11]1)[NH:7][CH2:6][CH:5]([OH:12])[CH2:4]2>>[NH:1]([c:2]1[c:3]2[c:8]([cH:9][cH:10][cH:11]1)[NH:7][CH2:6][CH:5]([OH:12])[CH2:4]2)[C:21]([NH:20][CH2:19][c:18]1[cH:17][cH:16][c:15]([C:14]([F:13])([F:25])[F:26])[cH:24][cH:23]1)=[O:22].